Dataset: the Open Reaction Database (ORD), a public repository of structured organic reaction records. Task: describe an organic reaction: reactants, conditions, products, and yield Run at temperature 50 celsius, time 1 hour. Run in O (water). Isolated yield 93.4%. The reactants are N[C@H](C(=O)[O-])CC1=CC=C(C=C1)C1=NC(=NC(=C1)O[C@@H](C(F)(F)F)C1=CC=C(C=C1)C1=CC(=CC=C1)OC)N ((S)-2-amino-3-(4-(2-amino-6-((R)-2,2,2-trifluoro-1-(3′-methoxybiphenyl-4-yl)ethoxy)pyrimidin-4-yl)phenyl)propanoate), CC=1C=CC(=CC1)S(=O)(=O)O.O (TsOH.H2O), C1CCOC1 (THF), C(C)#N.O (ACN water), mixture, C(C)#N.O (ACN water). RXN SMILES: [NH2:1][C@@H:2]([CH2:6][C:7]1[CH:12]=[CH:11][C:10]([C:13]2[CH:18]=[C:17]([O:19][C@H:20]([C:25]3[CH:30]=[CH:29][C:28]([C:31]4[CH:36]=[CH:35][CH:34]=[C:33](OC)[CH:32]=4)=[CH:27][CH:26]=3)[C:21]([F:24])([F:23])[F:22])[N:16]=[C:15]([NH2:39])[N:14]=2)=[CH:9][CH:8]=1)[C:3]([O-:5])=[O:4].[CH3:40][C:41]1[CH:42]=[CH:43][C:44]([S:47]([OH:50])(=[O:49])=[O:48])=[CH:45][CH:46]=1.O.C(#N)C.O.C1C[O:59][CH2:58]C1>O.O.O.S(C1C=CC(C)=CC=1)(O)(=O)=O.N[C@@H](CC1C=CC(C2C=C(O[C@H](C3C=CC(C4C=CC=C(OC)C=4)=CC=3)C(F)(F)F)N=C(N)N=2)=CC=1)C(O)=O>[OH2:4].[OH2:48].[S:47]([C:44]1[CH:45]=[CH:46][C:41]([CH3:40])=[CH:42][CH:43]=1)([OH:50])(=[O:49])=[O:48].[NH2:1][C@@H:2]([CH2:6][C:7]1[CH:12]=[CH:11][C:10]([C:13]2[CH:18]=[C:17]([O:19][C@H:20]([C:25]3[CH:26]=[CH:27][C:28]([C:31]4[CH:32]=[CH:33][CH:34]=[CH:35][CH:36]=4)=[CH:29][C:30]=3[O:59][CH3:58])[C:21]([F:22])([F:23])[F:24])[N:16]=[C:15]([NH2:39])[N:14]=2)=[CH:9][CH:8]=1)[C:3]([OH:5])=[O:4] |f:1.2,3.4,7.8.9.10,11.12.13.14|. Reported procedure: (S)-2-amino-3-(4-(2-amino-6-((R)-2,2,2-trifluoro-1-(3′-methoxybiphenyl-4-yl)ethoxy)pyrimidin-4-yl)phenyl)propanoate (120.0 g, 88 w %, 105.6 g active, 196 mmol) was added to a solution of TsOH.H2O (39.8 g, 209 mmol) in a mixture of THF (240 mL) and water (48 mL). The mixture was heated to 50° C. to give a homogeneous solution. Approximately 120 mL of a mixture of ACN/water (1200/60 mL) was added and the mixture was seeded with (S)-2-amino-3-(4-(2-amino-6-((R)-2,2,2-trifluoro-1-(3′-methoxybiphenyl... The reagents and catalysts are O.O.S(=O)(=O)(O)C1=CC=C(C)C=C1.N[C@H](C(=O)O)CC1=CC=C(C=C1)C1=NC(=NC(=C1)O[C@@H](C(F)(F)F)C1=CC=C(C=C1)C1=CC(=CC=C1)OC)N ((S)-2-amino-3-(4-(2-amino-6-((R)-2,2,2-trifluoro-1-(3′-methoxybiphenyl-4-yl)ethoxy)pyrimidin-4-yl)phenyl)propanoate tosylate dihydrate). The product is O.O.S(=O)(=O)(O)C1=CC=C(C)C=C1.N[C@H](C(=O)O)CC1=CC=C(C=C1)C1=NC(=NC(=C1)O[C@@H](C(F)(F)F)C1=C(C=C(C=C1)C1=CC=CC=C1)OC)N ((S)-2-amino-3-(4-(2-amino-6-((R)-2,2,2-trifluoro-1-(3-methoxybiphenyl-4-yl)ethoxy)pyrimidin-4-yl)phenyl)propanoate Tosylate Dihydrate).